This data is from the Open Reaction Database (ORD), a public repository of structured organic reaction records. The task is: describe an organic reaction: reactants, conditions, products, and yield Reactants: ClCC(=O)N1CCC(CC1)N1N=C(C(C1=O)(C)C)C1=CC(=C(C=C1)OC)OC (2-[1-(chloroacetyl)piperidin-4-yl]-5-(3,4-dimethoxyphenyl)-4,4-dimethyl-2,4-dihydro-3H-pyrazol-3-one), ClCC(=O)OC(CCl)=O (chloroacetic anhydride), Cl.COC=1C=C(C=CC1OC)C=1C(C(N(N1)C1CCNCC1)=O)(C)CC (5-(3,4-dimethoxyphenyl)-4-ethyl-4-methyl-2-piperidin-4-yl-2,4-dihydro-3H-pyrazol-3-one hydrochloride), Cl.COC=1C=C(C=CC1OC)C=1C(C(N(N1)C1CCNCC1)=O)(C)CC (5-(3,4-dimethoxyphenyl)-4-ethyl-4-methyl-2-piperidin-4-yl-2,4-dihydro-3H-pyrazol-3-one hydrochloride). Yields the product ClCC(=O)N1CCC(CC1)N1N=C(C(C1=O)(C)CC)C1=CC(=C(C=C1)OC)OC (2-[1-(chloroacetyl)piperidin-4-yl]-5-(3,4-dimethoxyphenyl)-4-ethyl-4-methyl-2,4-dihydro-3H-pyrazol-3-one). RXN SMILES: [Cl:1][CH2:2][C:3]([N:5]1[CH2:10][CH2:9][CH:8]([N:11]2[C:15](=[O:16])[C:14]([CH3:18])([CH3:17])[C:13]([C:19]3[CH:24]=[CH:23][C:22]([O:25][CH3:26])=[C:21]([O:27][CH3:28])[CH:20]=3)=[N:12]2)[CH2:7][CH2:6]1)=[O:4].Cl.[CH3:30]OC1C=C(C2C(CC)(C)C(=O)N(C3CCNCC3)N=2)C=CC=1OC.ClCC(OC(=O)CCl)=O>>[Cl:1][CH2:2][C:3]([N:5]1[CH2:6][CH2:7][CH:8]([N:11]2[C:15](=[O:16])[C:14]([CH2:18][CH3:30])([CH3:17])[C:13]([C:19]3[CH:24]=[CH:23][C:22]([O:25][CH3:26])=[C:21]([O:27][CH3:28])[CH:20]=3)=[N:12]2)[CH2:9][CH2:10]1)=[O:4] |f:1.2|. Procedure: Prepared analogously as described for A1 using 5-(3,4-dimethoxyphenyl)-4-ethyl-4-methyl-2-piperidin-4-yl-2,4-dihydro-3H-pyrazol-3-one hydrochloride (compound B9) and chloroacetic anhydride as starting compounds. Reactants: CS(=O)(=O)Oc1ccc(C=CC(=O)O)cc1, C1CCN(CC2CCCN2)CC1. The product is CS(=O)(=O)Oc1ccc(C=CC(=O)N2CCCC2CN2CCCCC2)cc1. RXN SMILES: [CH3:1][S:2](=[O:3])(=[O:4])[O:5][c:6]1[cH:7][cH:8][c:9]([CH:12]=[CH:13][C:14](=[O:15])[OH:16])[cH:10][cH:11]1.[NH:17]1[CH:18]([CH2:22][N:23]2[CH2:24][CH2:25][CH2:26][CH2:27][CH2:28]2)[CH2:19][CH2:20][CH2:21]1>>[CH3:1][S:2](=[O:3])(=[O:4])[O:5][c:6]1[cH:7][cH:8][c:9]([CH:12]=[CH:13][C:14](=[O:16])[N:17]2[CH:18]([CH2:22][N:23]3[CH2:24][CH2:25][CH2:26][CH2:27][CH2:28]3)[CH2:19][CH2:20][CH2:21]2)[cH:10][cH:11]1. The reactants are Clc1ccc(CBr)cc1, O=C([O-])[O-], CCC(C)=O, [K+], [K+], CNC(=O)COc1ccc(O)cc1. The product is CNC(=O)COc1ccc(OCc2ccc(Cl)cc2)cc1. Reaction SMILES: [Br:14][CH2:15][c:16]1[cH:17][cH:18][c:19]([Cl:22])[cH:20][cH:21]1.[C:23](=[O:24])([O-:25])[O-:26].[CH3:29][C:30](=[O:31])[CH2:32][CH3:33].[K+:27].[K+:28].[OH:1][c:2]1[cH:3][cH:4][c:5]([O:6][CH2:7][C:8](=[O:9])[NH:10][CH3:11])[cH:12][cH:13]1>>[O:1]([c:2]1[cH:3][cH:4][c:5]([O:6][CH2:7][C:8](=[O:9])[NH:10][CH3:11])[cH:12][cH:13]1)[CH2:15][c:16]1[cH:17][cH:18][c:19]([Cl:22])[cH:20][cH:21]1. Procedure details: A solution containing 2.48 ml of furfural and 4.27 g of D-penicillamine in 90 ml of 30% methanol is stirred for 8 hours, then evaporated to dryness. The partly crystalline residue is rubbed with ether to give the title compound, m.p.: 141°-143° C., [α]D20 =+103° (c=0.602, dimethylsulphoxide). As a reaction SMILES: [CH:1](=O)[C:2]1[O:6][CH:5]=[CH:4][CH:3]=1.[NH2:8][C@@H:9]([C:14]([OH:16])=[O:15])[C:10]([SH:13])([CH3:12])[CH3:11]>CO>[CH3:11][C:10]1([CH3:12])[S:13][CH:1]([C:2]2[O:6][CH:5]=[CH:4][CH:3]=2)[NH:8][C@H:9]1[C:14]([OH:16])=[O:15]. Solvent: CO (methanol). Reaction conditions: time 8 hour. The reactants are C(C1=CC=CO1)=O (furfural), N[C@H](C(C)(C)S)C(=O)O (D-penicillamine). The product is CC1([C@@H](NC(S1)C=1OC=CC1)C(=O)O)C (5,5-Dimethyl-2-(2-furyl)-thiazolidine-4(S)-carboxylic acid). The reactants are BrCCOc1cccc(-c2noc3ccsc23)c1, O=C([O-])[O-], CC#N, NCc1ccccc1F, [K+], [K+]. Yields the product Fc1ccccc1CNCCOc1cccc(-c2noc3ccsc23)c1. RXN SMILES: [Br:1][CH2:2][CH2:3][O:4][c:5]1[cH:6][c:7](-[c:11]2[n:12][o:13][c:14]3[c:15]2[s:16][cH:17][cH:18]3)[cH:8][cH:9][cH:10]1.[C:19](=[O:20])([O-:21])[O-:22].[CH3:34][C:35]#[N:36].[F:25][c:26]1[c:27]([CH2:28][NH2:29])[cH:30][cH:31][cH:32][cH:33]1.[K+:23].[K+:24]>>[CH2:2]([CH2:3][O:4][c:5]1[cH:6][c:7](-[c:11]2[n:12][o:13][c:14]3[c:15]2[s:16][cH:17][cH:18]3)[cH:8][cH:9][cH:10]1)[NH:29][CH2:28][c:27]1[c:26]([F:25])[cH:33][cH:32][cH:31][cH:30]1. Starting materials: solution, [NH4+].[Cl-] (NH4Cl), BrC1=C(C=C(C=C1)Br)Br (1,2,4-tribromobenzene), C1(CCC1)=O (cyclobutanone). Solvent: C1CCOC1 (THF), C1CCOC1 (THF). Reaction conditions: temperature -45 celsius, time 1 hour. Yields the product BrC1=C(C=C(C=C1)Br)C1(CCC1)O (1-(2,5-Dibromophenyl)cyclobutanol). Reaction SMILES: [Br:1][C:2]1[CH:7]=[CH:6][C:5]([Br:8])=[CH:4][C:3]=1Br.[C:10]1(=[O:14])[CH2:13][CH2:12][CH2:11]1.[NH4+].[Cl-]>C1COCC1>[Br:1][C:2]1[CH:7]=[CH:6][C:5]([Br:8])=[CH:4][C:3]=1[C:10]1([OH:14])[CH2:13][CH2:12][CH2:11]1 |f:2.3|. Procedure details: 21.09 g (67 mmol) of 1,2,4-tribromobenzene are initially introduced in 100 ml of THF under nitrogen, cooled to −45° C., and a solution (1.3 M) of 51.54 ml (67 mmol) of isopropylmagnesium chloride/lithium chloride complex in THF is added dropwise. After 1 hour, the batch is warmed to −10° C., and 5 ml (66.34 ml) of cyclobutanone are added dropwise at this temperature. The batch is allowed to thaw, and sat. NH4Cl solution is added, the mixture is extracted with methyl t-butyl ether, the organic ph... The reactants are Cc1ccc(-c2cc(C=O)nn2C(C)(C)C)cc1, NCCN1CCN(C(c2ccccc2)c2ccc(Cl)cc2)CC1. Product: Cc1ccc(-c2cc(CNCCN3CCN(C(c4ccccc4)c4ccc(Cl)cc4)CC3)nn2C(C)(C)C)cc1. Reaction SMILES: [C:24]([CH3:25])([CH3:26])([CH3:27])[n:28]1[n:29][c:30]([CH:40]=[O:41])[cH:31][c:32]1-[c:33]1[cH:34][cH:35][c:36]([CH3:39])[cH:37][cH:38]1.[Cl:1][c:2]1[cH:3][cH:4][c:5]([CH:6]([c:7]2[cH:8][cH:9][cH:10][cH:11][cH:12]2)[N:13]2[CH2:14][CH2:15][N:16]([CH2:19][CH2:20][NH2:21])[CH2:17][CH2:18]2)[cH:22][cH:23]1>>[Cl:1][c:2]1[cH:3][cH:4][c:5]([CH:6]([c:7]2[cH:8][cH:9][cH:10][cH:11][cH:12]2)[N:13]2[CH2:14][CH2:15][N:16]([CH2:19][CH2:20][NH:21][CH2:40][c:30]3[n:29][n:28]([C:24]([CH3:25])([CH3:26])[CH3:27])[c:32](-[c:33]4[cH:34][cH:35][c:36]([CH3:39])[cH:37][cH:38]4)[cH:31]3)[CH2:17][CH2:18]2)[cH:22][cH:23]1. The reactants are CC=1C(NC(NN1)=S)=O (6-methyl-3-thioxo-3,4-dihydro-1,2,4-triazin-5(2H)-one), [OH-].[Na+] (NaOH), CI (MeI). The solvent is C(C)O (ethanol). Run at temperature 40 celsius. The product is CC=1C(NC(=NN1)SC)=O (6-methyl-3-(methylthio)-1,2,4-triazin-5(4H)-one). Yield: 47.9%. RXN SMILES: [CH3:1][C:2]1[C:3](=[O:9])[NH:4][C:5](=[S:8])[NH:6][N:7]=1.[OH-].[Na+].[CH3:12]I>C(O)C>[CH3:1][C:2]1[C:3](=[O:9])[NH:4][C:5]([S:8][CH3:12])=[N:6][N:7]=1 |f:1.2|. Procedure details: To a solution of 6-methyl-3-thioxo-3,4-dihydro-1,2,4-triazin-5(2H)-one (4, 5.80 g, 40.6 mmol) in absolute ethanol (250 mL) was added NaOH (1.96 g, 49.1 mmol) followed by MeI (11.5 g, 81.2 mmol). The mixture was heated at 40° C. for 15 h. Most of the solvent was evaporated under reduced pressure. Water was added to the residue. The precipitated white solid was collected by filtration and washed with ethanol to give 5 (3.06 g). The aqueous phase was extracted with CH2Cl2 (80 mL×4). The combined ex... The reactants are C1COCCO1, COC(=O)c1cc(OCc2ccccc2)cc(-c2ccc3c(c2)OCO3)c1, [Na+], [OH-]. The product is O=C(O)c1cc(OCc2ccccc2)cc(-c2ccc3c(c2)OCO3)c1. As a reaction SMILES: [CH2:30]1[O:31][CH2:32][CH2:33][O:34][CH2:35]1.[CH3:1][O:2][C:3]([c:4]1[cH:5][c:6](-[c:18]2[cH:19][c:20]3[c:21]([cH:25][cH:26]2)[O:22][CH2:23][O:24]3)[cH:7][c:8]([O:10][CH2:11][c:12]2[cH:13][cH:14][cH:15][cH:16][cH:17]2)[cH:9]1)=[O:27].[Na+:29].[OH-:28]>>[O:2]=[C:3]([c:4]1[cH:5][c:6](-[c:18]2[cH:19][c:20]3[c:21]([cH:25][cH:26]2)[O:22][CH2:23][O:24]3)[cH:7][c:8]([O:10][CH2:11][c:12]2[cH:13][cH:14][cH:15][cH:16][cH:17]2)[cH:9]1)[OH:27]. Run in C(C)(=O)[O-].[Na+] (sodium acetate). Yields the product C(C)(=O)C1C(CCC(C1)C)=O (2-Acetyl-4-methylcyclohexanone). Procedure: 40% Boron trifluoride-acetic acid complex, 24 g, was chilled with ice and a mixture of 5.6 g of 4-methylcyclohexanone and acetic anhydride was dropwise added to the complex. After stirring at room temperature for 4 hours, approximately 50 ml of saturated sodium acetate aqueous solution was added to the mixture followed by heating to reflux for 1 hour. After cooling, the reaction mixture was extracted with ether and the extract was washed with a sodium bicarbonate aqueous solution and then water.... The reactants are CC1CCC(CC1)=O (4-methylcyclohexanone), C(C)(=O)OC(C)=O (acetic anhydride). As a reaction SMILES: [CH3:1][CH:2]1[CH2:7][CH2:6][C:5](=[O:8])[CH2:4][CH2:3]1.[C:9](OC(=O)C)(=[O:11])[CH3:10]>C([O-])(=O)C.[Na+]>[C:9]([CH:4]1[CH2:3][CH:2]([CH3:1])[CH2:7][CH2:6][C:5]1=[O:8])(=[O:11])[CH3:10] |f:2.3|. Conditions: time 4 hour.